Dataset: the Open Reaction Database (ORD), a public repository of structured organic reaction records. Task: describe an organic reaction: reactants, conditions, products, and yield The reactants are CC=1C=CC(=CC1NC=2N=CC=C(N2)C=3C=CC=NC3)C(=O)NC=4C=C(C=C(C4)N5C=C(N=C5)C)C(F)(F)F (Nilotinib), C(CCCCCCCCCCCCCCC)(=O)O (palmitic acid). Run at temperature 40 celsius, time 4 hour. The product is CC=1C=CC(=CC1NC=2N=CC=C(N2)C=3C=CC=NC3)C(=O)NC=4C=C(C=C(C4)N5C=C(N=C5)C)C(F)(F)F.C(CCCCCCCCCCCCCCC)(=O)[O-] (Nilotinib palmitate). RXN SMILES: [CH3:1][C:2]1[CH:3]=[CH:4][C:5]([C:21]([NH:23][C:24]2[CH:25]=[C:26]([C:36]([F:39])([F:38])[F:37])[CH:27]=[C:28]([N:30]3[CH:34]=[N:33][C:32]([CH3:35])=[CH:31]3)[CH:29]=2)=[O:22])=[CH:6][C:7]=1[NH:8][C:9]1[N:10]=[CH:11][CH:12]=[C:13]([C:15]2[CH:16]=[CH:17][CH:18]=[N:19][CH:20]=2)[N:14]=1.[C:40]([OH:57])(=[O:56])[CH2:41][CH2:42][CH2:43][CH2:44][CH2:45][CH2:46][CH2:47][CH2:48][CH2:49][CH2:50][CH2:51][CH2:52][CH2:53][CH2:54][CH3:55]>>[CH3:1][C:2]1[CH:3]=[CH:4][C:5]([C:21]([NH:23][C:24]2[CH:25]=[C:26]([C:36]([F:38])([F:39])[F:37])[CH:27]=[C:28]([N:30]3[CH:34]=[N:33][C:32]([CH3:35])=[CH:31]3)[CH:29]=2)=[O:22])=[CH:6][C:7]=1[NH:8][C:9]1[N:10]=[CH:11][CH:12]=[C:13]([C:15]2[CH:16]=[CH:17][CH:18]=[N:19][CH:20]=2)[N:14]=1.[C:40]([O-:57])(=[O:56])[CH2:41][CH2:42][CH2:43][CH2:44][CH2:45][CH2:46][CH2:47][CH2:48][CH2:49][CH2:50][CH2:51][CH2:52][CH2:53][CH2:54][CH3:55] |f:2.3|. Procedure details: Nilotinib base (0.300 g, 0.57 mmol) was dissolved in TFE (2 mL) at 40° C. The stirred mixture was added to a solution of palmitic acid (0.145 g, 0.57 mmol) in TFE (1 mL) at 40° C. The resulting clear solution was stirred for about 4 h at 40° C. and it was subsequently cooled to 5° C. and kept at this temperature overnight to obtain a precipitate The precipitate was filtered and the filter cake was dried at 40° C. in a vacuum oven overnight to give Nilotinib palmitate form I. Reactants: NC=1C=C(C(=O)NC2=C(C(=CC=C2)C)C)C=CC1 (3-amino-N-(2,3-dimethylphenyl)benzamide), C(C)(=O)O[BH-](OC(C)=O)OC(C)=O.[Na+] (sodium triacetoxyborohydride), C(C)(C)(C)OC(=O)N[C@@H](CSC(C1=CC=CC=C1)(C1=CC=CC=C1)C1=CC=CC=C1)C=O (N-t-butyloxycarbonyl-S-(triphenyl- methyl)cysteinal). Run in ClCCCl (1,2-dichloroethane). Run at temperature 20 celsius, time 4 hour. Yields the product C(C)(C)(C)OC(=O)N[C@H](CNC=1C=C(C(=O)NC2=C(C(=CC=C2)C)C)C=CC1)CSC(C1=CC=CC=C1)(C1=CC=CC=C1)C1=CC=CC=C1 (3-[2(R)-(t-butyloxycarbonylamino)-3-(triphenylmethyl-mercapto)propylamino ]-N-(2, 3-dimethylphenyl)benzamide). RXN SMILES: [NH2:1][C:2]1[CH:3]=[C:4]([CH:16]=[CH:17][CH:18]=1)[C:5]([NH:7][C:8]1[CH:13]=[CH:12][CH:11]=[C:10]([CH3:14])[C:9]=1[CH3:15])=[O:6].C(O[BH-](OC(=O)C)OC(=O)C)(=O)C.[Na+].[C:33]([O:37][C:38]([NH:40][C@H:41]([CH:63]=O)[CH2:42][S:43][C:44]([C:57]1[CH:62]=[CH:61][CH:60]=[CH:59][CH:58]=1)([C:51]1[CH:56]=[CH:55][CH:54]=[CH:53][CH:52]=1)[C:45]1[CH:50]=[CH:49][CH:48]=[CH:47][CH:46]=1)=[O:39])([CH3:36])([CH3:35])[CH3:34]>ClCCCl>[C:33]([O:37][C:38]([NH:40][C@@H:41]([CH2:42][S:43][C:44]([C:45]1[CH:50]=[CH:49][CH:48]=[CH:47][CH:46]=1)([C:57]1[CH:62]=[CH:61][CH:60]=[CH:59][CH:58]=1)[C:51]1[CH:52]=[CH:53][CH:54]=[CH:55][CH:56]=1)[CH2:63][NH:1][C:2]1[CH:3]=[C:4]([CH:16]=[CH:17][CH:18]=1)[C:5]([NH:7][C:8]1[CH:13]=[CH:12][CH:11]=[C:10]([CH3:14])[C:9]=1[CH3:15])=[O:6])=[O:39])([CH3:34])([CH3:35])[CH3:36] |f:1.2|. Procedure details: To a solution of 2 (0.28 g) in 12 mL of 1,2-dichloroethane at 0° C. was added sodium triacetoxyborohydride (0.36 g) and N-t-butyloxycarbonyl-S-(triphenyl- methyl)cysteinal (0.35 g). The cooling bath was removed and the mixture was stirred for 4 h at 20° C. The solution was concentrated in vacuo and the residue was partitioned between ethyl acetate and water. The ethyl acetate layer was extracted with 50 mL each of 2% potassium hydrogen sulfate, saturated sodium bicarbonate, saturated sodium chlo... Reactants: Cc1cc(O)n2nnnc2n1, ClC(Cl)Cl, O=P(Cl)(Cl)Cl. Yields the product Cc1cc(Cl)n2nnnc2n1. Reaction SMILES: [CH3:1][c:2]1[n:3][c:4]2[n:5]([c:6]([OH:8])[cH:7]1)[n:9][n:10][n:11]2.[CH:17]([Cl:18])([Cl:19])[Cl:20].[P:12]([Cl:13])([Cl:14])([Cl:15])=[O:16]>>[CH3:1][c:2]1[n:3][c:4]2[n:5]([c:6]([Cl:14])[cH:7]1)[n:9][n:10][n:11]2. The reactants are O (water), O[C@@H](CN(C(OC(C)(C)C)=O)C[C@@H]1OC2=CC=C(C=C2CC1)I)COC1=CC=CC=C1 (tert-butyl (2S)-2-hydroxy-3-phenoxypropyl{[(2R)-6-iodo-3,4-dihydro-2H-chromen-2-yl]methyl}carbamate), [Si](C)(C)(C(C)(C)C)Cl (tert-butyldimethylsilyl chloride), N1C=NC=C1 (imidazole). Run in CN(C)C=O (DMF). Reaction conditions: temperature 27 celsius, time 8 hour. Product: [Si](C)(C)(C(C)(C)C)O[C@@H](CN(C(OC(C)(C)C)=O)C[C@@H]1OC2=CC=C(C=C2CC1)I)COC1=CC=CC=C1 (tert-butyl (2S)-2-{[tert-butyl(dimethyl)silyl]oxy}-3-phenoxypropyl{[(2R)-6-iodo-3,4-dihydro-2H-chromen-2yl]methyl}carbamate). Isolated yield 97.0%. RXN SMILES: [OH:1][C@H:2]([CH2:24][O:25][C:26]1[CH:31]=[CH:30][CH:29]=[CH:28][CH:27]=1)[CH2:3][N:4]([CH2:12][C@H:13]1[CH2:22][CH2:21][C:20]2[C:15](=[CH:16][CH:17]=[C:18]([I:23])[CH:19]=2)[O:14]1)[C:5](=[O:11])[O:6][C:7]([CH3:10])([CH3:9])[CH3:8].[Si:32](Cl)([C:35]([CH3:38])([CH3:37])[CH3:36])([CH3:34])[CH3:33].N1C=CN=C1.O>CN(C=O)C>[Si:32]([O:1][C@H:2]([CH2:24][O:25][C:26]1[CH:31]=[CH:30][CH:29]=[CH:28][CH:27]=1)[CH2:3][N:4]([CH2:12][C@H:13]1[CH2:22][CH2:21][C:20]2[C:15](=[CH:16][CH:17]=[C:18]([I:23])[CH:19]=2)[O:14]1)[C:5](=[O:11])[O:6][C:7]([CH3:10])([CH3:8])[CH3:9])([C:35]([CH3:38])([CH3:37])[CH3:36])([CH3:34])[CH3:33]. Procedure details: A reaction mixture containing tert-butyl (2S)-2-hydroxy-3-phenoxypropyl{[(2R)-6-iodo-3,4-dihydro-2H-chromen-2-yl]methyl}carbamate (Example 81, 8.625 mmol, 1.0 eq.), tert-butyldimethylsilyl chloride (10.35 mmol, 1.2 eq.), and imidazole (21.5625 mmol, 2.5 eq.) in anhydrous DMF (18 mL) was stirred at 27° C. overnight. The resulting mixture was then cooled to room temperature, poured into water, and extracted with diethyl ether. The organic extract was washed with water, brine, dried over anhydrous ... Reactants: O.NN (Hydrazine hydrate), C1(C=2C(C(N1CCCSC=1OC=CN1)=O)=CC=CC2)=O (2-(3-phthalimidopropylthio)oxazole). The solvent is C(C)O (ethanol). Product: NCCCSC=1OC=CN1 (2-(3-aminopropylthio)oxazole). Reaction SMILES: O.NN.C1(=O)[N:8]([CH2:9][CH2:10][CH2:11][S:12][C:13]2[O:14][CH:15]=[CH:16][N:17]=2)C(=O)C2=CC=CC=C12>C(O)C>[NH2:8][CH2:9][CH2:10][CH2:11][S:12][C:13]1[O:14][CH:15]=[CH:16][N:17]=1 |f:0.1|. Reported procedure: Hydrazine hydrate (5.3 g.) was added carefully to a solution of 2-(3-phthalimidopropylthio)oxazole (10 g.) in ethanol (173 ml.) with stirring. The solution was then heated under reflux for 25 minutes. After cooling, and filtration from phthalhydrazide, the filtrate was concentrated under reduced pressure and the residue was re-evaporated with ethanol to yield crude 2-(3-aminopropylthio)oxazole which was washed twice with ether and dissolved in ethanol (60 ml.). Methyl isothiocyanate (2.54 g.) wa...